Dataset: the Open Reaction Database (ORD), a public repository of structured organic reaction records. Task: describe an organic reaction: reactants, conditions, products, and yield Reactants: C1(CCC1)NC(=O)NC1=CC=C(C=C1)C=1N=C(C2=C(N1)CCNC2)N2[C@H](COCC2)C ((S)-1-cyclobutyl-3-(4-(4-(3-methylmorpholino)-5,6,7,8-tetrahydropyrido[4,3-d]pyrimidin-2-yl)phenyl)urea), C[C@H]1COCCN1 (3S-3-methylmorpholine), OC(C(=O)O)(C)C (2-hydroxyisobutyric acid). Yields the product C1(CCC1)NC(=O)NC1=CC=C(C=C1)C=1N=C(C2=C(N1)CCN(C2)C(C(C)(C)O)=O)N2[C@H](COCC2)C ((S)-1-cyclobutyl-3-(4-(6-(2-hydroxy-2-methylpropanoyl)-4-(3-methylmorpholino)-5,6,7,8-tetrahydropyrido[4,3-d]pyrimidin-2-yl)phenyl)urea). RXN SMILES: [CH:1]1([NH:5][C:6]([NH:8][C:9]2[CH:14]=[CH:13][C:12]([C:15]3[N:16]=[C:17]([N:25]4[CH2:30][CH2:29][O:28][CH2:27][C@@H:26]4[CH3:31])[C:18]4[CH2:24][NH:23][CH2:22][CH2:21][C:19]=4[N:20]=3)=[CH:11][CH:10]=2)=[O:7])[CH2:4][CH2:3][CH2:2]1.C[C@@H]1NCCOC1.[OH:39][C:40]([CH3:45])([CH3:44])[C:41](O)=[O:42]>>[CH:1]1([NH:5][C:6]([NH:8][C:9]2[CH:10]=[CH:11][C:12]([C:15]3[N:16]=[C:17]([N:25]4[CH2:30][CH2:29][O:28][CH2:27][C@@H:26]4[CH3:31])[C:18]4[CH2:24][N:23]([C:41](=[O:42])[C:40]([OH:39])([CH3:45])[CH3:44])[CH2:22][CH2:21][C:19]=4[N:20]=3)=[CH:13][CH:14]=2)=[O:7])[CH2:4][CH2:3][CH2:2]1. Procedure details: Compound hq was prepared generally following the procedures described in Examples 1, 27 and 30 and 147 except that (S)-1-cyclobutyl-3-(4-(4-(3-methylmorpholino)-5,6,7,8-tetrahydropyrido[4,3-d]pyrimidin-2-yl)phenyl)urea was used instead of tert-butyl 2,4-dichloro-5H-pyrrolo[3,4-d]pyrimidine-6(7H)-carboxylate and 3S-3-methylmorpholine was used instead of morpholine in step 1 of Example 1. Additionally, 2-hydroxyisobutyric acid was used instead of oxazole-5-carboxylic acid in Example 147: LC/MS-m/z... Reported procedure: To a stirred solution containing 16 (0.207 g, 0.999 mmol) and water (0.50 mL) in THF (12 mL) was added NaBH4 (0.38 g, 10.0 mmol). After stirring for 4 h at 25° C., the reaction mixture was neutralized to pH=7.0 by use of 10% HCl aqueous solution. Solvent was evaporated under reduced pressure and the residue was purified by column chromatography (EtOAc/hexanes=9:1) to give 18 (0.10 g, 0.55 mmol) in 55% yield: mp 132-133° C.; Rf(hexanes/EtOAc=1:2) 0.09; UV (EtOH) λmax 265 (ε 14,110); 1H NMR (CD3OD... Run in C1CCOC1 (THF). Conditions: temperature 25 celsius, time 4 hour. RXN SMILES: C[O:2][C:3]([CH2:5][N:6]1[C:14]2[C:9](=[N:10][CH:11]=[N:12][C:13]=2[NH2:15])[N:8]=[CH:7]1)=O.O.[BH4-].[Na+].Cl>C1COCC1>[OH:2][CH2:3][CH2:5][N:6]1[C:14]2[C:9](=[N:10][CH:11]=[N:12][C:13]=2[NH2:15])[N:8]=[CH:7]1 |f:2.3|. The yield is 55.1%. Reactants: Cl (HCl), COC(=O)CN1C=NC2=NC=NC(=C12)N (7-[(Methoxycarbonyl)methyl]adenine), O (water), [BH4-].[Na+] (NaBH4). Product: OCCN1C=NC2=NC=NC(=C12)N (7-(2-Hydroxyethyl)adenine). The reactants are N(=O)[O-].[Na+] (Sodium nitrite), C1(CCC1)CN1N=NC2=C1C=CC(=C2)N (1-(cyclobutylmethyl)-1H-benzotriazol-5-amine). Run in S(O)(O)(=O)=O (sulfuric acid). Yields the product C1(CCC1)CN1N=NC2=C1C=CC(=C2)O (1-(cyclobutylmethyl)-1H-benzotriazol-5-ol). Reaction SMILES: N([O-])=[O:2].[Na+].[CH:5]1([CH2:9][N:10]2[C:14]3[CH:15]=[CH:16][C:17](N)=[CH:18][C:13]=3[N:12]=[N:11]2)[CH2:8][CH2:7][CH2:6]1>S(=O)(=O)(O)O>[CH:5]1([CH2:9][N:10]2[C:14]3[CH:15]=[CH:16][C:17]([OH:2])=[CH:18][C:13]=3[N:12]=[N:11]2)[CH2:8][CH2:7][CH2:6]1 |f:0.1|. Procedure details: Sodium nitrite (61 mg, 0.89 mmol, 1.2 equiv) was added to a solution of 1-(cyclobutylmethyl)-1H-benzotriazol-5-amine (3-3, 150 mg, 0.74 mmol, 1 equiv) in 20% aqueous sulfuric acid solution (5 mL) and the resulting mixture was irradiated at 120° C. in a microwave reactor for 40 min. The reaction mixture was cooled to ambient temperature and then partitioned between water (300 mL) and ethyl acetate (2×100 mL). The combined organic layers were dried over sodium sulfate and concentrated in vacuo. Th... The reactants are O=C1Cc2cc(Br)ccc2C(=O)O1, CC(=O)O, COc1ccc(CN)cc1, Cc1ccccc1. The product is COc1ccc(CN2C(=O)Cc3cc(Br)ccc3C2=O)cc1. RXN SMILES: [Br:1][c:2]1[cH:3][c:4]2[c:9]([cH:10][cH:11]1)[C:8](=[O:12])[O:7][C:6](=[O:13])[CH2:5]2.[C:24]([OH:25])(=[O:26])[CH3:27].[CH3:14][O:15][c:16]1[cH:17][cH:18][c:19]([CH2:20][NH2:21])[cH:22][cH:23]1.[c:28]1([CH3:29])[cH:30][cH:31][cH:32][cH:33][cH:34]1>>[Br:1][c:2]1[cH:3][c:4]2[c:9]([cH:10][cH:11]1)[C:8](=[O:12])[N:21]([CH2:20][c:19]1[cH:18][cH:17][c:16]([O:15][CH3:14])[cH:23][cH:22]1)[C:6](=[O:13])[CH2:5]2. The product is Cc1cccc(C#CC=NO)c1. RXN SMILES: [CH3:13][c:14]1[cH:15][c:16]([C:17]#[C:18][CH:19]=[O:20])[cH:21][cH:22][cH:23]1.[Cl:1][c:2]1[cH:3][c:4]([C:8]#[C:9][CH:10]=[N:11][OH:12])[cH:5][cH:6][cH:7]1>>[c:2]1([CH3:13])[cH:3][c:4]([C:8]#[C:9][CH:10]=[N:11][OH:12])[cH:5][cH:6][cH:7]1. Reactants: Cc1cccc(C#CC=O)c1, ON=CC#Cc1cccc(Cl)c1. RXN SMILES: [CH3:14][OH:15].[NH2:1][C:2]([C:3](=[O:4])[OH:5])([CH2:6][C:7]#[CH:8])[CH3:9].[S:10]([Cl:11])([Cl:12])=[O:13]>>[NH2:1][C:2]([C:3](=[O:4])[O:5][CH3:14])([CH2:6][C:7]#[CH:8])[CH3:9]. Yields the product C#CCC(C)(N)C(=O)OC. The reactants are CO, C#CCC(C)(N)C(=O)O, O=S(Cl)Cl.